The task is: describe an organic reaction: reactants, conditions, products, and yield. This data is from the Open Reaction Database (ORD), a public repository of structured organic reaction records. Reactants: Br[Mg]c1ccccc1 (effective_coupling_partner), Cc1ccc(OCCO)cc1 (substrate). Reagents/catalysts: PCy3. Reaction conditions: temperature 80 celsius, time 15 hour. Product: Cc2ccc(c1ccccc1)cc2. Starting materials: [Na] (sodium), P(O)(O)(O)=O (phosphoric acid), C(C)(C)OCC(CC)O (1-isopropoxy-2-butanol), O1CC1CC (epoxybutane). Solvent: C(C)(C)O (isopropanol). Product: C(C)(C)OCC(CC)OCC(CC)O (1-(1-isopropoxy-2-butoxy)-2-butanol). Reaction SMILES: [O:1]1[CH:3]([CH2:4][CH3:5])[CH2:2]1.[Na].P(=O)(O)(O)O.[CH:12]([O:15][CH2:16][CH:17]([OH:20])[CH2:18][CH3:19])([CH3:14])[CH3:13]>C(O)(C)C>[CH:12]([O:15][CH2:16][CH:17]([O:20][CH2:2][CH:3]([OH:1])[CH2:4][CH3:5])[CH2:18][CH3:19])([CH3:14])[CH3:13] |^1:5|. Procedure: Into a 1 L separable flask equipped with a stirrer and a condenser, 180 g of isopropanol and 216 g of epoxybutane were introduced. After filling with nitrogen, 1.6 g of sodium was added and then refluxed for 16 hours. After addition of 5 g of phosphoric acid to the mixture, 1-isopropoxy-2-butanol (boiling point: 100° C./120 mmHg) and 1-(1-isopropoxy-2-butoxy)-2-butanol (boiling point: 105° C./50 mmHg) were obtained by fractional distillation under reduced pressure. 1-isopropoxy-2-butanol thus ob... Reported procedure: Reagents: Benzyl-isothiocyanate (6.5 mmol, 0.85 mL), phenethylisocyanate (6.5 mmol, 0.89 mL) and SO2Cl2 (6.5 mmol, 0.52 mL) in diethyl ether (25 mL). Isolation: solvent evaporation. Purification: silica gel column chromatography (AcOEt/hexane, 1:4). Reactants: C(C1=CC=CC=C1)N=C=S (Benzyl-isothiocyanate), C(C)OCC (diethyl ether), C(CC1=CC=CC=C1)N=C=O (phenethylisocyanate), SO2Cl2. Reaction SMILES: [CH2:1]([N:8]=[C:9]=[S:10])[C:2]1[CH:7]=[CH:6][CH:5]=[CH:4][CH:3]=1.[CH2:11]([N:19]=[C:20]=[O:21])[CH2:12][C:13]1[CH:18]=[CH:17][CH:16]=[CH:15][CH:14]=1.C([O:24]CC)C>>[CH2:11]([N:19]1[C:20](=[O:21])[N:8]([CH2:1][C:2]2[CH:7]=[CH:6][CH:5]=[CH:4][CH:3]=2)[C:9](=[O:24])[S:10]1)[CH2:12][C:13]1[CH:18]=[CH:17][CH:16]=[CH:15][CH:14]=1. Product: C(CC1=CC=CC=C1)N1SC(N(C1=O)CC1=CC=CC=C1)=O (2-Phenethyl-4-benzyl-(1,2,4)thiadiazolidine-3,5-dione). As a reaction SMILES: [CH3:31][C:32](=[O:33])[O-:34].[CH3:35][C:36](=[O:37])[OH:38].[ClH:8].[NH2:9][CH:10]1[c:11]2[cH:12][cH:13][cH:14][cH:15][c:16]2-[c:17]2[nH:18][c:19](=[O:29])[c:20]3[n:21]([c:22]21)[cH:23][c:24]([C:26](=[O:27])[OH:28])[n:25]3.[Na+:30].[O:1]=[C:2]1[CH2:3][CH2:4][C:5](=[O:6])[O:7]1>>[O:1]=[C:2]([CH2:3][CH2:4][C:5](=[O:6])[OH:7])[NH:9][CH:10]1[c:11]2[cH:12][cH:13][cH:14][cH:15][c:16]2-[c:17]2[nH:18][c:19](=[O:29])[c:20]3[n:21]([c:22]21)[cH:23][c:24]([C:26](=[O:27])[OH:28])[n:25]3. Yields the product O=C(O)CCC(=O)NC1c2ccccc2-c2[nH]c(=O)c3nc(C(=O)O)cn3c21. The reactants are CC(=O)[O-], CC(=O)O, Cl, NC1c2ccccc2-c2[nH]c(=O)c3nc(C(=O)O)cn3c21, [Na+], O=C1CCC(=O)O1.